describe an organic reaction: reactants, conditions, products, and yield From a dataset of the Open Reaction Database (ORD), a public repository of structured organic reaction records. The reactants are CCC12COC(c3ccc(C#C[Si](C)(C)C)cc3)(OC1)OC2, CCCC[N+](CCCC)(CCCC)CCCC, [F-], C1CCOC1. Yields the product C#Cc1ccc(C23OCC(CC)(CO2)CO3)cc1. RXN SMILES: [CH2:19]([CH3:20])[C:21]12[CH2:22][O:23][C:24]([c:29]3[cH:30][cH:31][c:32]([C:35]#[C:36][Si:37]([CH3:38])([CH3:39])[CH3:40])[cH:33][cH:34]3)([O:25][CH2:26]1)[O:27][CH2:28]2.[CH2:2]([N+:3]([CH2:4][CH2:5][CH2:6][CH3:7])([CH2:8][CH2:9][CH2:10][CH3:11])[CH2:12][CH2:13][CH2:14][CH3:15])[CH2:16][CH2:17][CH3:18].[F-:1].[O:41]1[CH2:42][CH2:43][CH2:44][CH2:45]1>>[CH2:19]([CH3:20])[C:21]12[CH2:22][O:23][C:24]([c:29]3[cH:30][cH:31][c:32]([C:35]#[CH:36])[cH:33][cH:34]3)([O:25][CH2:26]1)[O:27][CH2:28]2. Starting materials: Cl.CNOC (N,O-Dimethylhydroxylamine hydrochloride), CN1CCOCC1 (N-Methylmorpholine), C(C(C)C)OC(=O)Cl (isobutylchloroformate), C(=O)(OCC1=CC=CC=C1)NC(C)(C(=O)O)C (N-carbobenzyloxy-2-methylalanine), Cl (HCl). Run in C(Cl)Cl (CH2Cl2). Conditions: temperature 0 celsius, time 90 minute. The product is CON(C(C(C)(C)NC(OCC1=CC=CC=C1)=O)=O)C (benzyl {2-[methoxy(methyl)amino]-1,1-dimethyl-2-oxoethyl}carbamate). RXN SMILES: CN1CCOCC1.C(OC(Cl)=O)C(C)C.[C:16]([NH:26][C:27]([CH3:32])([C:29]([OH:31])=O)[CH3:28])([O:18][CH2:19][C:20]1[CH:25]=[CH:24][CH:23]=[CH:22][CH:21]=1)=[O:17].Cl.[CH3:34][NH:35][O:36][CH3:37].Cl>C(Cl)Cl>[CH3:37][O:36][N:35]([CH3:34])[C:29](=[O:31])[C:27]([NH:26][C:16](=[O:17])[O:18][CH2:19][C:20]1[CH:21]=[CH:22][CH:23]=[CH:24][CH:25]=1)([CH3:28])[CH3:32] |f:3.4|. Procedure details: N-Methylmorpholine (682 mg, 741 μL, 6.74 mmol) and isobutylchloroformate (460 mg, 441 μL, 3.37 mmol) were added successively to a stirred solution of N-carbobenzyloxy-2-methylalanine (0.64 g, 2.69 mmol) in dry CH2Cl2 at 0° C. under N2. The resulting cloudy mixture was stirred at 0° C. for 90 min. N,O-Dimethylhydroxylamine hydrochloride (316 mg, 3.24 mmol) was added portionwise and the mixture was warmed to room temperature and stirred for 3 h. The mixture was poured into 1N HCl (30 mL) and extra...